Dataset: the Open Reaction Database (ORD), a public repository of structured organic reaction records. Task: describe an organic reaction: reactants, conditions, products, and yield Yield: 71.0%. The product is C(C)N(C(=O)C1=C(C=CC2=CC=CC=C12)[Si](C)(C)C)CC (N,N-Diethyl-2-(trimethylsilyl)-1-naphthalenecarboxamide). Reported procedure: N,N-Diethyl-1-naphthalenecarboxamide was reacted with 2 eq TMSCl according to General Method A. The resulting reaction mixture was worked up in the usual manner, then purified by chromatography with 20% ethyl acetate/80% hexanes to afford 2.1 g of the desired compound as a clear oil, a 71% yield. The reactants are C(C)N(C(=O)C1=CC=CC2=CC=CC=C12)CC (N,N-Diethyl-1-naphthalenecarboxamide), C[Si](C)(C)Cl (TMSCl). Reaction SMILES: [CH2:1]([N:3]([CH2:16][CH3:17])[C:4]([C:6]1[C:15]2[C:10](=[CH:11][CH:12]=[CH:13][CH:14]=2)[CH:9]=[CH:8][CH:7]=1)=[O:5])[CH3:2].[CH3:18][Si:19](Cl)([CH3:21])[CH3:20]>>[CH2:16]([N:3]([CH2:1][CH3:2])[C:4]([C:6]1[C:15]2[C:10](=[CH:11][CH:12]=[CH:13][CH:14]=2)[CH:9]=[CH:8][C:7]=1[Si:19]([CH3:21])([CH3:20])[CH3:18])=[O:5])[CH3:17]. Run in ClCCl (dichloromethane). The product is NC1=NC=2C=CC=CC2C2=C1N=C(N2OCCNC(CCS)=O)COCC (N-(2-{[4-amino-2-(ethoxymethyl)-1H-imidazo[4,5-c]quinolin-1-yl]oxy}ethyl)-3-mercaptopropanamide). Procedure: A solution of 1-(2-aminoethoxy)-2-(ethoxymethyl)-1H-imidazo[4,5-c]quinolin-4-amine (30 mg, 0.10 mmol) and succinimido 3-(triphenylmethylthio)propanoate (54 mg, 0.12 mmol) in dichloromethane (1 mL) was stirred for 24 hours at room temperature. Methanol (1 mL) was added and stirring was continued for another 5 days. The mixture was filtered and the filtrate was concentrated. The residue was dissolved in dichloromethane (2 mL) and triethylsilane (0.16 mL) and cooled to 0° C. Trifluoroacetic acid (0... Run at temperature 0 celsius, time 5 day. Yield: 46.7%. Reaction SMILES: [NH2:1][CH2:2][CH2:3][O:4][N:5]1[C:17]2[C:16]3[CH:15]=[CH:14][CH:13]=[CH:12][C:11]=3[N:10]=[C:9]([NH2:18])[C:8]=2[N:7]=[C:6]1[CH2:19][O:20][CH2:21][CH3:22].C1(C(C2C=CC=CC=2)(C2C=CC=CC=2)[S:30][CH2:31][CH2:32][C:33](ON2C(=O)CCC2=O)=[O:34])C=CC=CC=1.CO>ClCCl>[NH2:18][C:9]1[C:8]2[N:7]=[C:6]([CH2:19][O:20][CH2:21][CH3:22])[N:5]([O:4][CH2:3][CH2:2][NH:1][C:33](=[O:34])[CH2:32][CH2:31][SH:30])[C:17]=2[C:16]2[CH:15]=[CH:14][CH:13]=[CH:12][C:11]=2[N:10]=1. Reactants: NCCON1C(=NC=2C(=NC=3C=CC=CC3C21)N)COCC (1-(2-aminoethoxy)-2-(ethoxymethyl)-1H-imidazo[4,5-c]quinolin-4-amine), C1(=CC=CC=C1)C(SCCC(=O)ON1C(CCC1=O)=O)(C1=CC=CC=C1)C1=CC=CC=C1 (succinimido 3-(triphenylmethylthio)propanoate), CO (Methanol). Starting materials: C1=C(C=CC2=CC=CC=C12)C1(CCCC1)CO ((1-Naphthalen-2-yl-cyclopentyl)-methanol), ClC1=C(C=C(C=C1)Cl)C1(CCCC1)COS(=O)(=O)C (methanesulfonic acid 1-(2,5-dichlorophenyl)-cyclopentylmethyl ester). Yields the product C1=C(C=CC2=CC=CC=C12)C1(CCCC1)COS(=O)(=O)C (Methanesulfonic acid 1-naphthalen-2-yl-cyclopentylmethyl ester). Yield: 54.0%. As a reaction SMILES: [CH:1]1[C:10]2[C:5](=[CH:6][CH:7]=[CH:8][CH:9]=2)[CH:4]=[CH:3][C:2]=1[C:11]1([CH2:16][OH:17])[CH2:15][CH2:14][CH2:13][CH2:12]1.ClC1C=CC(Cl)=CC=1C1(C[O:32][S:33]([CH3:36])(=O)=[O:34])CCCC1>>[CH:1]1[C:10]2[C:5](=[CH:6][CH:7]=[CH:8][CH:9]=2)[CH:4]=[CH:3][C:2]=1[C:11]1([CH2:16][O:17][S:33]([CH3:36])(=[O:34])=[O:32])[CH2:15][CH2:14][CH2:13][CH2:12]1. Reported procedure: Methanesulfonic acid 1-naphthalen-2-yl-cyclopentylmethyl ester (214) (16.0 g, 54.0%) was synthesized as a white solid from (1-naphthalen-2-yl-cyclopentyl)-methanol (213) (22.0 g, 97.34 mmol) following the procedure described for methanesulfonic acid 1-(2,5-dichlorophenyl)-cyclopentylmethyl ester (201). The reactants are example 108 ( i ), [N+](=O)([O-])C1=C(C=CC=C1[N+](=O)[O-])O (2,3-dinitro-phenol), ClCCOCC (1-chloro-2-ethoxy-ethane). Yields the product C(C)OCCOC1=C(C(=CC=C1)[N+](=O)[O-])[N+](=O)[O-] (1-(2-Ethoxy-ethoxy)-2,3-dinitro-benzene). Reaction SMILES: [N+:1]([C:4]1[C:9]([N+:10]([O-:12])=[O:11])=[CH:8][CH:7]=[CH:6][C:5]=1[OH:13])([O-:3])=[O:2].Cl[CH2:15][CH2:16][O:17][CH2:18][CH3:19]>>[CH2:16]([O:17][CH2:18][CH2:19][O:13][C:5]1[CH:6]=[CH:7][CH:8]=[C:9]([N+:10]([O-:12])=[O:11])[C:4]=1[N+:1]([O-:3])=[O:2])[CH3:15]. Reported procedure: 1-(2-Ethoxy-ethoxy)-2,3-dinitro-benzene was prepared by a procedure according to example 108 (i) starting from 500 mg (2.72 mmol) 2,3-dinitro-phenol and 0.72 mL (6.52 mmol) 1-chloro-2-ethoxy-ethane. Yield: 450 mg MS (ES+): m/e=257. The reactants are BrC1=C(C=CC(=C1)F)S(=O)(=O)NC1=C(C=2C=C3N(C2C=C1)CCC3)C(=O)OC (methyl 7-(2-bromo-4-fluorobenzenesulfonylamino]-2,3-dihydro-1H-pyrrolo[1,2-a]indole-8-carboxylate), BrC1=C(C=CC(=C1)F)S(=O)(=O)NC1=C(C=2C=C3N(C2C=C1)CCC3)C(=O)OC (methyl 7-(2-bromo-4-fluorobenzenesulfonylamino]-2,3-dihydro-1H-pyrrolo[1,2-a]indole-8-carboxylate), C(C)N(C\C=C/[Sn](CCCC)(CCCC)CCCC)CC (N,N-diethyl-N—((Z)-1-tributylstannanylprop-1-en-3-yl)-amine), C(C)N(C\C=C/[Sn](CCCC)(CCCC)CCCC)CC (N,N-diethyl-N—((Z)-1-tributylstannanylprop-1-en-3-yl)-amine). The solvent is O1CCOCC1 (dioxane), CS(=O)C (DMSO). Reaction conditions: temperature 95 celsius. Product: C(C)N(C\C=C/C1=C(C=CC(=C1)F)S(=O)(=O)NC1=C(C=2C=C3N(C2C=C1)CCC3)C(=O)OC)CC (methyl 7-[2-((Z)-3-diethylaminoprop-1-enyl)-4-fluorobenzenesulfonylamino]-2,3-dihydro-1H-pyrrolo[1,2-a]indole-8-carboxylate). The yield is 90.7%. RXN SMILES: Br[C:2]1[CH:7]=[C:6]([F:8])[CH:5]=[CH:4][C:3]=1[S:9]([NH:12][C:13]1[CH:21]=[CH:20][C:19]2[N:18]3[CH2:22][CH2:23][CH2:24][C:17]3=[CH:16][C:15]=2[C:14]=1[C:25]([O:27][CH3:28])=[O:26])(=[O:11])=[O:10].[CH2:29]([N:31]([CH2:48][CH3:49])[CH2:32]/[CH:33]=[CH:34]\[Sn](CCCC)(CCCC)CCCC)[CH3:30]>O1CCOCC1.CS(C)=O>[CH2:29]([N:31]([CH2:48][CH3:49])[CH2:32]/[CH:33]=[CH:34]\[C:2]1[CH:7]=[C:6]([F:8])[CH:5]=[CH:4][C:3]=1[S:9]([NH:12][C:13]1[CH:21]=[CH:20][C:19]2[N:18]3[CH2:22][CH2:23][CH2:24][C:17]3=[CH:16][C:15]=2[C:14]=1[C:25]([O:27][CH3:28])=[O:26])(=[O:11])=[O:10])[CH3:30]. Reported procedure: A mixture of methyl 7-(2-bromo-4-fluorobenzenesulfonylamino]-2,3-dihydro-1H-pyrrolo[1,2-a]indole-8-carboxylate (Intermediate 17, 0.100 g) and N,N-diethyl-N—((Z)- 1-tributylstannanylprop-1-en-3-yl)-amine (Intermediate 3, 0.172 g) in dioxane (2 mL) and DMSO (0.2 mL) was de-gassed and purged with nitrogen. Tris-(dibenzylideneacetone)-dipalladium (0.009 g) and tri-tert-butylphosphonium tetrafluoroborate (0.006 g) were added and the reaction mixture was heated at 95° C., under an atmosphere of nitrog... Starting materials: FC1=CC=C(C=C1)C1CCN(CC1)CC1CNCC1C(F)(F)F (3-(RS)-(4-(4-fluorophenyl)piperidinylmethyl)-4-(RS)-(trifluoromethyl)pyrrolidine), N1C=CC2=CC=CC(=C12)C(=O)O (indole-7-carboxylic acid), Cl.CN(CCCN=C=NCC)C (1-[3-(Dimethylamino)propyl]-3-ethylcarbodiimide hydrochloride). Reagents/catalysts: CN(C)C=1C=CN=CC1 (DMAP). Run in C(Cl)Cl (CH2Cl2). The product is N1C=CC2=CC=CC(=C12)C(=O)N1CC(C(C1)C(F)(F)F)CN1CCC(CC1)C1=CC=C(C=C1)F (1-(7-Indolecarbonyl)-3-(RS)-(4-(4-fluorophenyl)piperidinylmethyl)-4-(SR)-(trifluoromethyl)pyrrolidine). Reaction SMILES: [F:1][C:2]1[CH:7]=[CH:6][C:5]([CH:8]2[CH2:13][CH2:12][N:11]([CH2:14][CH:15]3[CH:19]([C:20]([F:23])([F:22])[F:21])[CH2:18][NH:17][CH2:16]3)[CH2:10][CH2:9]2)=[CH:4][CH:3]=1.[NH:24]1[C:32]2[C:27](=[CH:28][CH:29]=[CH:30][C:31]=2[C:33](O)=[O:34])[CH:26]=[CH:25]1.Cl.CN(C)CCCN=C=NCC>CN(C1C=CN=CC=1)C.C(Cl)Cl>[NH:24]1[C:32]2[C:27](=[CH:28][CH:29]=[CH:30][C:31]=2[C:33]([N:17]2[CH2:18][CH:19]([C:20]([F:21])([F:23])[F:22])[CH:15]([CH2:14][N:11]3[CH2:12][CH2:13][CH:8]([C:5]4[CH:6]=[CH:7][C:2]([F:1])=[CH:3][CH:4]=4)[CH2:9][CH2:10]3)[CH2:16]2)=[O:34])[CH:26]=[CH:25]1 |f:2.3|. Procedure details: A solution of 0.12 g (0.36 mmol) of 3-(RS)-(4-(4-fluorophenyl)piperidinylmethyl)-4-(RS)-(trifluoromethyl)pyrrolidine, 0.069 g (0.43 mmol) of indole-7-carboxylic acid, 0.088 g (0.72 mmol) of DMAP and 0.097 g (0.5 mmol) of 1-[3-(Dimethylamino)propyl]-3-ethylcarbodiimide hydrochloride (Aldrich) in 10 mL of CH2Cl2 was stirred at rt for 4 h. The reaction mixture was concentrated and the residue was purified by chromatography (silica, acetone:hexanes, 1:5) to give the title compound. 1H NMR (key peaks...